From a dataset of the Open Reaction Database (ORD), a public repository of structured organic reaction records. describe an organic reaction: reactants, conditions, products, and yield The reactants are Cl (HCl), CN(C)C(=[N+](C)C)ON1C2=C(C=CC=C2)N=N1.[B-](F)(F)(F)F (TBTU), COCCN (2-Methoxyethylamine), CCN(C(C)C)C(C)C (DIPEA), C(C)(C)(C)OC(=O)[C@H]1N(CCC1)S(=O)(=O)C1=CN=C2N1[C@@](C(N2C2=CC(=CC(=C2)Cl)Cl)=O)(CC2=CC=C(C=C2)C=2C=NC=NC2)C ((S)—-[(R)-7-(3,5-dichloro-phenyl)-5-methyl-6-oxo-5-(4-pyrimidin-5-yl-benzyl)-6,7-dihydro-5H-imidazo[1,2-α]imidazole-3-sulfonyl]-pyrrolidine-2-carboxylic acid tert-butyl ester). Procedure: TBTU (0.077 g), DIPEA (0.090 mL) and (S)-1-[(R)-7-(3,5-dichloro-phenyl)-5-methyl-6-oxo-5-(4-pyrimidin-5-yl-benzyl)-6,7-dihydro-5H-imidazo[1,2-α]imidazole-3-sulfonyl]-pyrrolidine-2-carboxylic acid (Example 14) (0.10 g) were combined in 5% DMF-CH2Cl2 (4.2 mL) at room temperature. 2-Methoxyethylamine (0.036 g) was then added and the reaction solution was stirred overnight. The reaction was diluted with CH2Cl2, poured into 1N HCl, and extracted with CH2Cl2. The organic layers were subsequently extra... Product: COCCNC(=O)[C@H]1N(CCC1)S(=O)(=O)C1=CN=C2N1[C@@](C(N2C2=CC(=CC(=C2)Cl)Cl)=O)(CC2=CC=C(C=C2)C=2C=NC=NC2)C ((S)-1-[(R)-7(3,5-dichloro-phenyl)-5-methyl-6-oxo-5-(4-pyrimidin-5-yl-benzyl)-6,7-dihydro-5H-imidazo[1,2-α]imidazole-3-sulfonyl]-pyrrolidine-2-carboxylic acid (2-methoxy-ethyl)-amide). Conditions: time 8 hour. The solvent is C(Cl)Cl (CH2Cl2), CN(C)C=O.C(Cl)Cl (DMF CH2Cl2). Reaction SMILES: CN(C(ON1N=NC2C=CC=CC1=2)=[N+](C)C)C.[B-](F)(F)(F)F.CCN(C(C)C)C(C)C.C(O[C:37]([C@@H:39]1[CH2:43][CH2:42][CH2:41][N:40]1[S:44]([C:47]1[N:51]2[C@:52]([CH3:77])([CH2:64][C:65]3[CH:70]=[CH:69][C:68]([C:71]4[CH:72]=[N:73][CH:74]=[N:75][CH:76]=4)=[CH:67][CH:66]=3)[C:53](=[O:63])[N:54]([C:55]3[CH:60]=[C:59]([Cl:61])[CH:58]=[C:57]([Cl:62])[CH:56]=3)[C:50]2=[N:49][CH:48]=1)(=[O:46])=[O:45])=[O:38])(C)(C)C.[CH3:78][O:79][CH2:80][CH2:81][NH2:82].Cl>CN(C=O)C.C(Cl)Cl.C(Cl)Cl>[CH3:78][O:79][CH2:80][CH2:81][NH:82][C:37]([C@@H:39]1[CH2:43][CH2:42][CH2:41][N:40]1[S:44]([C:47]1[N:51]2[C@:52]([CH3:77])([CH2:64][C:65]3[CH:70]=[CH:69][C:68]([C:71]4[CH:76]=[N:75][CH:74]=[N:73][CH:72]=4)=[CH:67][CH:66]=3)[C:53](=[O:63])[N:54]([C:55]3[CH:56]=[C:57]([Cl:62])[CH:58]=[C:59]([Cl:61])[CH:60]=3)[C:50]2=[N:49][CH:48]=1)(=[O:45])=[O:46])=[O:38] |f:0.1,6.7|. The yield is 44.9%. The reactants are CO, Nc1nc(Cl)c2ncn(C3COC(COC(=O)c4ccccc4)O3)c2n1. Yields the product Nc1nc(Cl)c2ncn(C3COC(CO)O3)c2n1. RXN SMILES: [CH3:27][OH:28].[NH2:1][c:2]1[n:3][c:4]([Cl:26])[c:5]2[n:6][cH:7][n:8]([CH:11]3[O:12][CH:13]([CH2:16][O:17][C:18](=[O:19])[c:20]4[cH:21][cH:22][cH:23][cH:24][cH:25]4)[O:14][CH2:15]3)[c:9]2[n:10]1>>[NH2:1][c:2]1[n:3][c:4]([Cl:26])[c:5]2[n:6][cH:7][n:8]([CH:11]3[O:12][CH:13]([CH2:16][OH:17])[O:14][CH2:15]3)[c:9]2[n:10]1. Starting materials: COC(=O)C=Cc1ccc2c(c1)C(=O)NC1(CCN(C(=O)OC(C)(C)C)CC1)O2, CI, [H-], [Na+], CN(C)C=O. The product is COC(=O)C=Cc1ccc2c(c1)C(=O)N(C)C1(CCN(C(=O)OC(C)(C)C)CC1)O2. RXN SMILES: [CH3:1][O:2][C:3]([CH:4]=[CH:5][c:6]1[cH:7][cH:8][c:9]2[c:10]([cH:28]1)[C:11](=[O:27])[NH:12][C:13]1([O:14]2)[CH2:15][CH2:16][N:17]([C:20](=[O:21])[O:22][C:23]([CH3:24])([CH3:25])[CH3:26])[CH2:18][CH2:19]1)=[O:29].[CH3:32][I:33].[H-:31].[Na+:30].[O:34]=[CH:35][N:36]([CH3:37])[CH3:38]>>[CH3:1][O:2][C:3]([CH:4]=[CH:5][c:6]1[cH:7][cH:8][c:9]2[c:10]([cH:28]1)[C:11](=[O:27])[N:12]([CH3:32])[C:13]1([O:14]2)[CH2:15][CH2:16][N:17]([C:20](=[O:21])[O:22][C:23]([CH3:24])([CH3:25])[CH3:26])[CH2:18][CH2:19]1)=[O:29]. The reactants are ice water, Cl (HCl), [Cl-].[Al+3].[Cl-].[Cl-] (aluminum chloride), COC=1C=C(C=C(C1OC)OC)C (3,4,5-trimethoxytoluene), [Cl-].[Al+3].[Cl-].[Cl-] (aluminum chloride), ClC(=O)CCCCCCCCCCCCCCCCCCCCC(=O)OC (methyl 21-chloroformylheneicosanoate). The solvent is ClCCCl (1,2-dichloroethane), ClCCCl (1,2-dichloroethane). The product is OC1=C(C(=O)CCCCCCCCCCCCCCCCCCCCC(=O)OC)C(=CC(=C1OC)OC)C (methyl 21-(2-hydroxy-3,4-dimethoxy-6-methylbenzoyl)heneicosanoate). RXN SMILES: Cl[C:2]([CH2:4][CH2:5][CH2:6][CH2:7][CH2:8][CH2:9][CH2:10][CH2:11][CH2:12][CH2:13][CH2:14][CH2:15][CH2:16][CH2:17][CH2:18][CH2:19][CH2:20][CH2:21][CH2:22][CH2:23][C:24]([O:26][CH3:27])=[O:25])=[O:3].[Cl-].[Al+3].[Cl-].[Cl-].[CH3:32][O:33][C:34]1[CH:35]=[C:36]([CH3:44])[CH:37]=[C:38]([O:42]C)[C:39]=1[O:40][CH3:41].Cl>ClCCCl>[OH:42][C:38]1[C:39]([O:40][CH3:41])=[C:34]([O:33][CH3:32])[CH:35]=[C:36]([CH3:44])[C:37]=1[C:2]([CH2:4][CH2:5][CH2:6][CH2:7][CH2:8][CH2:9][CH2:10][CH2:11][CH2:12][CH2:13][CH2:14][CH2:15][CH2:16][CH2:17][CH2:18][CH2:19][CH2:20][CH2:21][CH2:22][CH2:23][C:24]([O:26][CH3:27])=[O:25])=[O:3] |f:1.2.3.4|. Reported procedure: In 60 ml of 1,2-dichloroethane is dissolved 8 g of methyl 21-chloroformylheneicosanoate, followed by addition of 5.5 g of aluminum chloride. The mixture is stirred. Then, under ice-cooling and stirring in a nitrogen stream, a solution of 5.67 g of 3,4,5-trimethoxytoluene in 1,2-dichloroethane (13 ml) is added dropwise. The mixture is stirred for 48 hours, after which 1.3 g of aluminum chloride is added. The mixture is stirred at room temperature for 16 hours and further at 35° C.-38° C. for 40 m...